Dataset: the Open Reaction Database (ORD), a public repository of structured organic reaction records. Task: describe an organic reaction: reactants, conditions, products, and yield Starting materials: C(C(C)(C)C)(=O)Cl (pivalic acid chloride), Cl.OC(C[N+](C)(C)C)CC([O-])=O (carnitine hydrochloride), CCOCC (ether). Solvent: CC(=O)C (acetone), C(=O)(C(F)(F)F)O (CF3COOH). Reaction conditions: time 48 hour. Product: Cl.C(C(C)(C)C)(=O)C(O)(C[N+](C)(C)C)CC([O-])=O (Pivaloyl carnitine hydrochloride). Isolated yield 60.0%. RXN SMILES: Cl.[OH:2][CH:3]([CH2:9][C:10](=[O:12])[O-:11])[CH2:4][N+:5]([CH3:8])([CH3:7])[CH3:6].[C:13]([Cl:19])(=[O:18])[C:14]([CH3:17])([CH3:16])[CH3:15].CCOCC>C(O)(C(F)(F)F)=O.CC(C)=O>[ClH:19].[C:13]([C:3]([CH2:9][C:10](=[O:11])[O-:12])([CH2:4][N+:5]([CH3:8])([CH3:6])[CH3:7])[OH:2])(=[O:18])[C:14]([CH3:17])([CH3:16])[CH3:15] |f:0.1,6.7|. Procedure: 1.98 g (0.01 moles) of carnitine hydrochloride are dissolved in 3 mls of CF3COOH, and to the solution an excess (7 mls) of pivalic acid chloride is added. The solution is kept under stirring at room temperature for about 48 hours. At the end of this period of time, the mixture is diluted with 20 mls of acetone and some ether is slowly added till complete precipitation. The mixture is filtered and the precipitate which has the tendency to become hygroscopic is quickly washed with ether and dried ...